Task: describe an organic reaction: reactants, conditions, products, and yield. Dataset: the Open Reaction Database (ORD), a public repository of structured organic reaction records Reaction SMILES: [CH2:1]([O:3][C:4](=[O:2])[CH2:5][N:6]1[CH:7]2[CH:8]([CH2:9][C:10]1=[O:11])[CH2:12][CH2:13][CH2:14]2)[CH3:15].[CH3:17][OH:18].[NH3:16]>>[O:3]=[C:4]([CH2:5][N:6]1[CH:7]2[CH:8]([CH2:9][C:10]1=[O:11])[CH2:12][CH2:13][CH2:14]2)[NH2:16]. Starting materials: CCOC(=O)CN1C(=O)CC2CCCC21, CO, N. Product: NC(=O)CN1C(=O)CC2CCCC21. The reactants are C1CCOC1, Cl, [Li+], [OH-], O, O, CCOC(=O)COc1ccc(C#Cc2ccc(O)cc2)cc1. Yields the product O=C(O)COc1ccc(C#Cc2ccc(O)cc2)cc1. Reaction SMILES: [CH2:27]1[O:28][CH2:29][CH2:30][CH2:31]1.[ClH:26].[Li+:24].[OH-:23].[OH2:25].[OH2:32].[OH:1][c:2]1[cH:3][cH:4][c:5]([C:8]#[C:9][c:10]2[cH:11][cH:12][c:13]([O:14][CH2:15][C:16](=[O:17])[O:18][CH2:19][CH3:20])[cH:21][cH:22]2)[cH:6][cH:7]1>>[OH:1][c:2]1[cH:3][cH:4][c:5]([C:8]#[C:9][c:10]2[cH:11][cH:12][c:13]([O:14][CH2:15][C:16](=[O:17])[OH:18])[cH:21][cH:22]2)[cH:6][cH:7]1. The reactants are [Br-], CC(C)[Si](OCc1cncc(Br)c1)(C(C)C)C(C)C, CC(C)(C)[Mg+], C1CCOC1, N#C[Cu]. The product is CC(C)[Si](OCc1cncc(C(C)(C)C)c1)(C(C)C)C(C)C. As a reaction SMILES: [Br-:4].[Br:10][c:11]1[cH:12][n:13][cH:14][c:15]([CH2:17][O:18][Si:19]([CH:20]([CH3:21])[CH3:22])([CH:23]([CH3:24])[CH3:25])[CH:26]([CH3:27])[CH3:28])[cH:16]1.[C:5]([CH3:6])([CH3:7])([CH3:8])[Mg+:9].[CH2:29]1[O:30][CH2:31][CH2:32][CH2:33]1.[Cu:1][C:2]#[N:3]>>[C:5]([CH3:6])([CH3:7])([CH3:8])[c:11]1[cH:12][n:13][cH:14][c:15]([CH2:17][O:18][Si:19]([CH:20]([CH3:21])[CH3:22])([CH:23]([CH3:24])[CH3:25])[CH:26]([CH3:27])[CH3:28])[cH:16]1.